describe an organic reaction: reactants, conditions, products, and yield From a dataset of the Open Reaction Database (ORD), a public repository of structured organic reaction records. The reactants are ClC1=CC=C(C=C1)S(=O)(=O)NC(C(=O)NC1=CC(=CC=C1)C(=O)OCC)COS(=O)(=O)C ((RS)-2-(4-chlorobenzenesulfonylamino)-N-(3-ethoxycarbonylphenyl)-3-methanesulfonyloxypropanamide), N1C=NC=C1 (imidazole). Product: ClC1=CC=C(C=C1)S(=O)(=O)NC(C(=O)NC1=CC(=CC=C1)C(=O)OCC)CN1C=NC=C1 ((RS)-2-(4-chlorobenzenesulfonylamino)-N-(3-ethoxycarbonylphenyl)-3-(1H-imidazol-1-yl)propanamide). RXN SMILES: [Cl:1][C:2]1[CH:7]=[CH:6][C:5]([S:8]([NH:11][CH:12]([CH2:27]OS(C)(=O)=O)[C:13]([NH:15][C:16]2[CH:21]=[CH:20][CH:19]=[C:18]([C:22]([O:24][CH2:25][CH3:26])=[O:23])[CH:17]=2)=[O:14])(=[O:10])=[O:9])=[CH:4][CH:3]=1.[NH:33]1[CH:37]=[CH:36][N:35]=[CH:34]1>>[Cl:1][C:2]1[CH:7]=[CH:6][C:5]([S:8]([NH:11][CH:12]([CH2:27][N:33]2[CH:37]=[CH:36][N:35]=[CH:34]2)[C:13]([NH:15][C:16]2[CH:21]=[CH:20][CH:19]=[C:18]([C:22]([O:24][CH2:25][CH3:26])=[O:23])[CH:17]=2)=[O:14])(=[O:10])=[O:9])=[CH:4][CH:3]=1. Reported procedure: The procedure described in Example 79 was repeated, except that (RS)-2-(4-chlorobenzenesulfonylamino)-N-(3-ethoxycarbonylphenyl)-3-methanesulfonyloxypropanamide (163.3 mg) was reacted with imidazole to obtain the desired (RS)-2-(4-chlorobenzenesulfonylamino)-N-(3-ethoxycarbonylphenyl)-3-(1H-imidazol-1-yl)propanamide (63.5 mg) together with a less polar by-product. The by-product was not investigated further. Starting materials: C(CC(O)(C(=O)O)CC(=O)O)(=O)O (citric acid), [OH-].[Na+] (sodium hydroxide), ClC=1C(=NC=NC1CC)OCC(=O)OCC (Ethyl 2-(5-chloro-6-ethylpyrimidin-4-yloxy)acetate). Solvent: O (water), C(C)O (ethanol), O (water). The product is ClC=1C(=NC=NC1CC)OCC(=O)O (2-(5-chloro-6-ethylpyri midi n-4-yloxy)acetic acid). Isolated yield 60.8%. Reaction SMILES: [Cl:1][C:2]1[C:3]([O:10][CH2:11][C:12]([O:14]CC)=[O:13])=[N:4][CH:5]=[N:6][C:7]=1[CH2:8][CH3:9].[OH-].[Na+].C(O)(=O)CC(CC(O)=O)(C(O)=O)O>C(O)C.O>[Cl:1][C:2]1[C:3]([O:10][CH2:11][C:12]([OH:14])=[O:13])=[N:4][CH:5]=[N:6][C:7]=1[CH2:8][CH3:9] |f:1.2|. Procedure details: Ethyl 2-(5-chloro-6-ethylpyrimidin-4-yloxy)acetate (2.6 g) was dissolved in ethanol (50 ml). A solution containing sodium hydroxide (0.7 g) dissolved in water (10 ml) was added thereto in a dropwise manner, and subsequently the mixture was stirred for an hour at room temperature. After completion of the reaction, water was added to the reaction liquid. Subsequently, the reaction liquid was acidified using citric acid. The organic layer was extracted with ethyl acetate and then was dried over anh... The reactants are C(C)(C)(C)C=1C=CC(=NC1)N (5-tert-butylpyridin-2-amine), CC1=CC=C(C=C1)S(=O)(=O)OC[C@@H]1OCCC1 ((R)-(tetrahydrofuran-2-yl)methyl 4-methylbenzenesulfonate). The reagents and catalysts are [I-].C(C)[N+](CC)(CC)CC (tetraethylammonium iodide). Run in CN(C=O)C (N,N-dimethylformamide). The product is C(C)(C)(C)C=1C=CC(N(C1)C[C@@H]1OCCC1)=N ((R)-5-tert-butyl-1-((tetrahydrofuran-2-yl)methyl)pyridin-2(1H)-imine). RXN SMILES: [C:1]([C:5]1[CH:6]=[CH:7][C:8]([NH2:11])=[N:9][CH:10]=1)([CH3:4])([CH3:3])[CH3:2].CC1C=CC(S(O[CH2:23][C@H:24]2[CH2:28][CH2:27][CH2:26][O:25]2)(=O)=O)=CC=1>[I-].C([N+](CC)(CC)CC)C.CN(C)C=O>[C:1]([C:5]1[CH:6]=[CH:7][C:8](=[NH:11])[N:9]([CH2:23][C@H:24]2[CH2:28][CH2:27][CH2:26][O:25]2)[CH:10]=1)([CH3:4])([CH3:2])[CH3:3] |f:2.3|. Reported procedure: A mixture of Example 59B (0.5 g, 3.3 mmol), (R)-(tetrahydrofuran-2-yl)methyl 4-methylbenzenesulfonate (0.9 g, 3.6 mmol), and tetraethylammonium iodide (0.4 g, 1.6 mmol) in N,N-dimethylformamide (1.0 mL) was heated at 95° C. for 16 hours. After cooling to ambient temperature, the mixture was quenched with saturated NaHCO3 (10 mL) and extracted with dichloromethane (3×30 mL). The combined organic extracts were dried over anhydrous Na2SO4, filtered and concentrated under reduced pressure to provide...